Dataset: the Open Reaction Database (ORD), a public repository of structured organic reaction records. Task: describe an organic reaction: reactants, conditions, products, and yield Starting materials: COC1=CC=C(C=C1)CC(=O)O (4-methoxyphenylacetic acid), ArH, ArH, C1(CCCCC1)N=C=NC1CCCCC1 (dicyclohexylcarbodiimide), NCCCNCCCCNCCCN (spermine). Run in COCCOC (DME). Conditions: time 48 hour. The product is COC1=CC=C(C=C1)CC(=O)NCCCNCCCCNCCCN (N-(4-Methoxyphenylacetyl)-spermine). As a reaction SMILES: [CH3:1][O:2][C:3]1[CH:8]=[CH:7][C:6]([CH2:9][C:10]([OH:12])=O)=[CH:5][CH:4]=1.C1(N=C=NC2CCCCC2)CCCCC1.[NH2:28][CH2:29][CH2:30][CH2:31][NH:32][CH2:33][CH2:34][CH2:35][CH2:36][NH:37][CH2:38][CH2:39][CH2:40][NH2:41]>COCCOC>[CH3:1][O:2][C:3]1[CH:4]=[CH:5][C:6]([CH2:9][C:10]([NH:41][CH2:40][CH2:39][CH2:38][NH:37][CH2:36][CH2:35][CH2:34][CH2:33][NH:32][CH2:31][CH2:30][CH2:29][NH2:28])=[O:12])=[CH:7][CH:8]=1. Procedure details: According to the General Procedure using 4-methoxyphenylacetic acid (83 mg, 0.50 mMol), dicyclohexylcarbodiimide (56 mg, 0.27 mMol), and spermine (201 mg, 0.99 mMol) in DME (4 ml), activation during 2.5 h and coupling over 48 h. The product was eluted over silica gel with the lower layer of dichloromethane/methanol/0.880 ammonia solution (4:1:1). The desired amide was in fractions 16-25 and was homogeneous when monitored by tlc on silica (CH2Cl2 /MeOH/NH4OH lower layer, 4:1:1), Rf =0.07, (30 mg,... Reported procedure: A solution of 500 mg of 2'-hydroxy-4,4',6'-trimethoxychalcone and 0.15 ml of propionyl chloride in 5 ml of pyridine was stirred at room temperature for 6 hours. After removal of the solvent, the residue was treated with 10 ml of ice-water and 30 ml of chloroform. The mixture was shaken, and the chloroform layer was separated, washed with three 10 ml portions of water, dried over anhydrous sodium sulfate and then evaporated under reduced pressure. The oily residue was washed with a small amount o... Product: COC1=C(C(C=CC2=CC=C(C=C2)OC)=O)C(=CC(=C1)OC)OC(CC)=O (2',4,4'-trimethoxy-6'-(propionyloxy)chalcone). Yield: 90.0%. The reactants are OC1=C(C(C=CC2=CC=C(C=C2)OC)=O)C(=CC(=C1)OC)OC (2'-hydroxy-4,4',6'-trimethoxychalcone), C(CC)(=O)Cl (propionyl chloride). Run in N1=CC=CC=C1 (pyridine). As a reaction SMILES: [OH:1][C:2]1[CH:19]=[C:18]([O:20][CH3:21])[CH:17]=[C:16]([O:22][CH3:23])[C:3]=1[C:4](=[O:15])[CH:5]=[CH:6][C:7]1[CH:12]=[CH:11][C:10]([O:13][CH3:14])=[CH:9][CH:8]=1.[C:24](Cl)(=[O:27])[CH2:25][CH3:26]>N1C=CC=CC=1>[CH3:23][O:22][C:16]1[CH:17]=[C:18]([O:20][CH3:21])[CH:19]=[C:2]([O:1][C:24](=[O:27])[CH2:25][CH3:26])[C:3]=1[C:4](=[O:15])[CH:5]=[CH:6][C:7]1[CH:12]=[CH:11][C:10]([O:13][CH3:14])=[CH:9][CH:8]=1.